From a dataset of the Open Reaction Database (ORD), a public repository of structured organic reaction records. describe an organic reaction: reactants, conditions, products, and yield The reactants are FC=1C=C(C=CC1)C1=CC=NC=2N1N=CC2C(=O)N (7-(3-fluorophenyl)pyrazolo(1,5-a)pyrimidine-3-carboxamide), C(#N)[BH3-].[Na+] (sodium cyanoborohydride). The solvent is C(C)(=O)O (acetic acid). Reaction conditions: time 16 hour. Yields the product FC=1C=C(C=CC1)C1=CCNC=2N1N=CC2C(=O)N (7-(3-Fluorophenyl)-4,5-dihydropyrazolo(1,5-a) pyrimidine-3-carboxamide). Isolated yield 45.9%. Reaction SMILES: [F:1][C:2]1[CH:3]=[C:4]([C:8]2[N:13]3[N:14]=[CH:15][C:16]([C:17]([NH2:19])=[O:18])=[C:12]3[N:11]=[CH:10][CH:9]=2)[CH:5]=[CH:6][CH:7]=1.C([BH3-])#N.[Na+]>C(O)(=O)C>[F:1][C:2]1[CH:3]=[C:4]([C:8]2[N:13]3[N:14]=[CH:15][C:16]([C:17]([NH2:19])=[O:18])=[C:12]3[NH:11][CH2:10][CH:9]=2)[CH:5]=[CH:6][CH:7]=1 |f:1.2|. Reported procedure: To a stirred mixture of 136.3 g of 7-(3-fluorophenyl)pyrazolo(1,5-a)pyrimidine-3-carboxamide (prepared as described in Example 11) in one liter of glacial acetic acid at room temperature under nitrogen is added 83.6 g of sodium cyanoborohydride in portions. The mixture is stirred at room temperature for 16 hours. The crystals that form are collected by filtration and triturated with saturated sodium bicarbonate until a pH of 7-8 is achieved. The crystals are then filtered, washed with excess wat... Reactants: COC(C)OCc1ccc(-c2cc3ccccc3n2S(C)(=O)=O)cc1, CO, Cl. The product is CS(=O)(=O)n1c(-c2ccc(O)cc2)cc2ccccc21. RXN SMILES: [CH3:1][O:2][CH:3]([O:4][CH2:5][c:7]1[cH:8][cH:9][c:10](-[c:13]2[n:14]([S:22](=[O:23])(=[O:24])[CH3:25])[c:15]3[cH:16][cH:17][cH:18][cH:19][c:20]3[cH:21]2)[cH:11][cH:12]1)[CH3:6].[CH3:27][OH:28].[ClH:26]>>[c:7]1([OH:28])[cH:8][cH:9][c:10](-[c:13]2[n:14]([S:22](=[O:23])(=[O:24])[CH3:25])[c:15]3[cH:16][cH:17][cH:18][cH:19][c:20]3[cH:21]2)[cH:11][cH:12]1. Starting materials: O=C([O-])[O-], Cc1ccc(O)cn1, CN(C)C=O, O=[N+]([O-])c1cccc(F)c1, [K+], [K+], O. The product is Cc1ccc(Oc2cccc([N+](=O)[O-])c2)cn1. As a reaction SMILES: [C:19](=[O:20])([O-:21])[O-:22].[CH3:1][c:2]1[cH:3][cH:4][c:5]([OH:8])[cH:6][n:7]1.[CH3:25][N:26]([CH3:27])[CH:28]=[O:29].[F:9][c:10]1[cH:11][c:12]([N+:16](=[O:17])[O-:18])[cH:13][cH:14][cH:15]1.[K+:23].[K+:24].[OH2:30]>>[CH3:1][c:2]1[cH:3][cH:4][c:5]([O:8][c:10]2[cH:11][c:12]([N+:16](=[O:17])[O-:18])[cH:13][cH:14][cH:15]2)[cH:6][n:7]1. The reactants are CC(C)(C)OC(=O)N1CCC2CNCC21, O=C(OCc1ccccc1)ON1C(=O)CCC1=O, ClCCl. Product: CC(C)(C)OC(=O)N1CCC2CN(C(=O)OCc3ccccc3)CC21. RXN SMILES: [C:1]([CH3:2])([CH3:3])([CH3:4])[O:5][C:6](=[O:7])[N:8]1[CH:9]2[CH:10]([CH2:11][CH2:12]1)[CH2:13][NH:14][CH2:15]2.[CH2:16]([c:17]1[cH:18][cH:19][cH:20][cH:21][cH:22]1)[O:23][C:24](=[O:25])[O:26][N:27]1[C:28](=[O:29])[CH2:30][CH2:31][C:32]1=[O:33].[Cl:34][CH2:35][Cl:36]>>[C:1]([CH3:2])([CH3:3])([CH3:4])[O:5][C:6](=[O:7])[N:8]1[CH:9]2[CH:10]([CH2:11][CH2:12]1)[CH2:13][N:14]([C:24]([O:23][CH2:16][c:17]1[cH:18][cH:19][cH:20][cH:21][cH:22]1)=[O:25])[CH2:15]2. Starting materials: [OH-].[Na+] (sodium hydroxide), CC1(C(NC2=CC=C(C=C2C1)C(=O)OC)C1=CC(=CC=C1)NC(CC1=CC=CC=C1)=O)C (methyl 3,3-dimethyl-2-(3-(2-phenylacetamido)phenyl)-1,2,3,4-tetrahydroquinoline-6-carboxylate), resultant mixture. Solvent: O (water), CO (methanol), O (water). The product is CC1(C(NC2=CC=C(C=C2C1)C(=O)O)C1=CC(=CC=C1)NC(CC1=CC=CC=C1)=O)C (3,3-dimethyl-2-(3-(2-phenylacetamido)phenyl)-1,2,3,4-tetrahydroquinoline-6-carboxylic acid). The yield is 52.2%. Reaction SMILES: [CH3:1][C:2]1([CH3:32])[CH2:11][C:10]2[C:5](=[CH:6][CH:7]=[C:8]([C:12]([O:14]C)=[O:13])[CH:9]=2)[NH:4][CH:3]1[C:16]1[CH:21]=[CH:20][CH:19]=[C:18]([NH:22][C:23](=[O:31])[CH2:24][C:25]2[CH:30]=[CH:29][CH:28]=[CH:27][CH:26]=2)[CH:17]=1.[OH-].[Na+]>CO.O>[CH3:1][C:2]1([CH3:32])[CH2:11][C:10]2[C:5](=[CH:6][CH:7]=[C:8]([C:12]([OH:14])=[O:13])[CH:9]=2)[NH:4][CH:3]1[C:16]1[CH:21]=[CH:20][CH:19]=[C:18]([NH:22][C:23](=[O:31])[CH2:24][C:25]2[CH:26]=[CH:27][CH:28]=[CH:29][CH:30]=2)[CH:17]=1 |f:1.2|. Procedure: To a mixture of methyl 3,3-dimethyl-2-(3-(2-phenylacetamido)phenyl)-1,2,3,4-tetrahydroquinoline-6-carboxylate (139 mg, 0.32 mmol) in methanol (5 mL) and water (2.5 mL) was added a solution of sodium hydroxide (220 mg, 5.50 mmol) in water (2.5 mL). The resultant mixture was heated for reflux for 1.5 hours. The methanol was removed under vacuum. The residue was acidified with 2 M hydrochloric acid to pH=5. The precipitates were collected by filtration, purified by preparative thin layer chromatogr... The reactants are C(C1=CC=CC=C1)OC(=O)[C@@H]1N(CC(C1)(F)F)C(CC1=CC=C(C=C1)CC(=O)N1[C@H](CC(C1)(F)F)C(=O)OCC1=CC=CC=C1)=O ((R)-1-[[4-[2-[(R)-2-Benzyloxycarbonyl-4,4-difluoropyrrolidin-1-yl]-2-oxo-ethyl]-phenyl]-acetyl]-4,4-difluoropyrrolidine-2-carboxylic acid benzyl ester). The reagents and catalysts are [Pd] (palladium/carbon). The solvent is C(C)O (ethanol). Product: C(=O)(O)[C@@H]1N(CC(C1)(F)F)C(CC1=CC=C(C=C1)CC(=O)N1[C@H](CC(C1)(F)F)C(=O)O)=O ((R)-1-[[4-[2-[(R)-2-carboxy-4,4-difluoropyrrolidin-1-yl]-2-oxo-ethyl]-phenyl]-acetyl]-4,4-difluoropyrrolidine-2-carboxylic acid). Yield: 60.8%. RXN SMILES: C([O:8][C:9]([C@H:11]1[CH2:15][C:14]([F:17])([F:16])[CH2:13][N:12]1[C:18](=[O:46])[CH2:19][C:20]1[CH:25]=[CH:24][C:23]([CH2:26][C:27]([N:29]2[CH2:33][C:32]([F:35])([F:34])[CH2:31][C@@H:30]2[C:36]([O:38]CC2C=CC=CC=2)=[O:37])=[O:28])=[CH:22][CH:21]=1)=[O:10])C1C=CC=CC=1>C(O)C.[Pd]>[C:9]([C@H:11]1[CH2:15][C:14]([F:16])([F:17])[CH2:13][N:12]1[C:18](=[O:46])[CH2:19][C:20]1[CH:21]=[CH:22][C:23]([CH2:26][C:27]([N:29]2[CH2:33][C:32]([F:35])([F:34])[CH2:31][C@@H:30]2[C:36]([OH:38])=[O:37])=[O:28])=[CH:24][CH:25]=1)([OH:10])=[O:8]. Procedure details: 0.64 g (0.001 mol) (R)-1-[[4-[2-[(R)-2-Benzyloxycarbonyl-4,4-difluoropyrrolidin-1-yl]-2-oxo-ethyl]-phenyl]-acetyl]-4,4-difluoropyrrolidine-2-carboxylic acid benzyl ester in 20 ml ethanol were hydrogenated at room temperature and atmospheric pressure in the presence of 0.13 g 5% palladium/carbon. After completion of the reaction the catalyst was filtered off, the solvent was distilled off, and the residue was dissolved in dichloromethane. Evaporation gave 0.28 g (61%) (R)-1-[[4-[2-[(R)-2-carboxy-... The reactants are CCOC(=O)CC(C)=O, CC(=O)[O-], CC(=O)O, CCO, Nc1c(Cl)cc(C(F)(F)F)cc1Cl, O=N[O-], [Na+], [Na+], O=S(=O)(O)O. Product: CCOC(=O)C(=NNc1c(Cl)cc(C(F)(F)F)cc1Cl)C(C)=O. Reaction SMILES: [C:18]([CH2:19][C:20](=[O:21])[CH3:22])(=[O:23])[O:24][CH2:25][CH3:26].[CH3:28][C:29](=[O:30])[O-:31].[CH3:37][C:38](=[O:39])[OH:40].[CH3:41][CH2:42][OH:43].[Cl:5][c:6]1[c:7]([NH2:8])[c:9]([Cl:17])[cH:10][c:11]([C:13]([F:14])([F:15])[F:16])[cH:12]1.[N:1]([O-:2])=[O:3].[Na+:27].[Na+:4].[S:32](=[O:33])(=[O:34])([OH:35])[OH:36]>>[N:1]([NH:8][c:7]1[c:6]([Cl:5])[cH:12][c:11]([C:13]([F:14])([F:15])[F:16])[cH:10][c:9]1[Cl:17])=[C:19]([C:18](=[O:23])[O:24][CH2:25][CH3:26])[C:20](=[O:21])[CH3:22]. Reactants: ClC=1C=C(C=CC1Cl)C[C@H](C(=O)N1CCC(CC1)C1=C(C=CC=C1)NS(=O)(=O)C)NC(=O)[C@H]1N(CC2=CC=CC=C2C1)C(=O)OC(C)(C)C (tert-Butyl(3S)-3-{N-[(1R)-1-[(3,4-dichlorophenyl)methyl]-2-(4-{2-[(methylsulfonyl)-amino]phenyl}piperidyl)-2-oxoethyl]carbamoyl}-1,2,3,4-tetrahydroisoquinoline-2-carboxylate), Cl (HCl). The solvent is CCOC(=O)C (EtOAc). Yields the product C1N[C@@H](CC2=CC=CC=C12)C(=O)N[C@@H](C(=O)N1CCC(CC1)C1=C(C=CC=C1)NS(=O)(=O)C)CC1=CC(=C(C=C1)Cl)Cl (((35)(3-1,2,3,4-Tetrahydroisoquinolyl))-N-[(1R)-1-[(3,4-dichlorophenyl)methyl]-2-(4-{2-[(methylsulfonyl)amino]phenyl}piperidyl)-2-oxoethyl]-carboxamide). Isolated yield 64.4%. As a reaction SMILES: [Cl:1][C:2]1[CH:3]=[C:4]([CH2:9][C@@H:10]([NH:30][C:31]([C@@H:33]2[CH2:42][C:41]3[C:36](=[CH:37][CH:38]=[CH:39][CH:40]=3)[CH2:35][N:34]2C(OC(C)(C)C)=O)=[O:32])[C:11]([N:13]2[CH2:18][CH2:17][CH:16]([C:19]3[CH:24]=[CH:23][CH:22]=[CH:21][C:20]=3[NH:25][S:26]([CH3:29])(=[O:28])=[O:27])[CH2:15][CH2:14]2)=[O:12])[CH:5]=[CH:6][C:7]=1[Cl:8].Cl>CCOC(C)=O>[CH2:35]1[C:36]2[C:41](=[CH:40][CH:39]=[CH:38][CH:37]=2)[CH2:42][C@@H:33]([C:31]([NH:30][C@H:10]([CH2:9][C:4]2[CH:5]=[CH:6][C:7]([Cl:8])=[C:2]([Cl:1])[CH:3]=2)[C:11]([N:13]2[CH2:14][CH2:15][CH:16]([C:19]3[CH:24]=[CH:23][CH:22]=[CH:21][C:20]=3[NH:25][S:26]([CH3:29])(=[O:27])=[O:28])[CH2:17][CH2:18]2)=[O:12])=[O:32])[NH:34]1. Reported procedure: To a 150 mL round-bottomed flask equipped with stirring was added tert-butyl(3S)-3-(N-[(1R)-1-[(3,4-dichlorophenyl)methyl]-2-(4-{2-[(methylsulfonyl)-amino]phenyl)piperidyl)-2-oxoethyl]carbamoyl}-1,2,3,4-tetrahydroisoquinoline-2-carboxylate (Step b) (0.54 g, 0.74 mmol) followed by a saturated soln of HCl in EtOAc (50 mL). The reaction mixture was stirred at RT for 1 h and concentrated in vacuo to a white solid. Recrystallization from MeOH:Et2O (1:20) provided the title compound (HCl salt) as a wh... Starting materials: ClC1=CC(=CC=C1)C(=O)OO (m-Chloroperbenzoic acid), ClC=1C(=NC=CC1Cl)C (3,4 -dichloro-2 -picoline), CO (methanol), FC(C(=O)OC(C(F)(F)F)=O)(F)F (Trifluoroacetic anhydride). Run in ClCCl (dichloromethane), ClCCl (dichloromethane). Run at time 16 hour. Yields the product ClC=1C(=NC=CC1Cl)CO (3,4 -dichloro-2 -hydroxymethylpyridine). RXN SMILES: ClC1C=CC=C(C(OO)=[O:9])C=1.[Cl:12][C:13]1[C:14]([CH3:20])=[N:15][CH:16]=[CH:17][C:18]=1[Cl:19].FC(F)(F)C(OC(=O)C(F)(F)F)=O.CO>ClCCl>[Cl:12][C:13]1[C:14]([CH2:20][OH:9])=[N:15][CH:16]=[CH:17][C:18]=1[Cl:19]. Reported procedure: m-Chloroperbenzoic acid (32.63 g) in dichloromethane (400 ml) was added dropwise to a solution of 3,4 -dichloro-2 -picoline (25.53 g)in dichloromethane (100 ml) maintaining the temperature at 20°-25°. After standing for 16 hours at room temperature the solution was washed with 1 N NAOH, dried (K2CO3 ) and filtered to give a pale yellow solution. Trifluoroacetic anhydride (30 ml) was added dropwise to this solution maintaining the temperature at 15°-20°. After standing for 2 days at room temperat...